Dataset: the Open Reaction Database (ORD), a public repository of structured organic reaction records. Task: describe an organic reaction: reactants, conditions, products, and yield The reactants are C1=CC2=C3C(=CC=C4C5=CC=CC6=CC=CC(C1=C34)=C56)C(=O)OC2=O (perylene-3,4-dicarboxylic anhydride), C1(CCCC1)N (cyclopentylamine), N1C=NC=C1 (imidazole). Conditions: temperature 145 celsius. The product is C1(CCCC1)N1C(=O)C=2C=CC=3C=4C=CC=C5C=CC=C(C6=CC=C(C2C63)C1=O)C54 (N-Cyclopentylperylene-3,4-dicarboximide). RXN SMILES: [CH:1]1[C:18]2=[C:19]3[C:8]([C:9]4[C:20]5[C:13](=[CH:14][CH:15]=[CH:16][C:17]2=5)[CH:12]=[CH:11][CH:10]=4)=[CH:7][CH:6]=[C:5]2[C:21]([O:23][C:24](=O)[C:3](=[C:4]23)[CH:2]=1)=[O:22].[CH:26]1([NH2:31])[CH2:30][CH2:29][CH2:28][CH2:27]1.N1C=CN=C1>>[CH:26]1([N:31]2[C:21](=[O:22])[C:5]3[C:4]4[C:19]5[C:8](=[CH:7][CH:6]=3)[C:9]3[C:20]6[C:13]([CH:12]=[CH:11][CH:10]=3)=[CH:14][CH:15]=[CH:16][C:17]=6[C:18]=5[CH:1]=[CH:2][C:3]=4[C:24]2=[O:23])[CH2:30][CH2:29][CH2:28][CH2:27]1. Reported procedure: 0.30 g (0.93 mmol) of perylene-3,4-dicarboxylic anhydride is mixed with 0.24 g (2.80 mmol) of cyclopentylamine and 3 g of imidazole, and the mixture is heated under nitrogen at 145° C. for 4 h. The reaction product is removed from the flask by washing with ethanol, and the mixture is then treated with 10% hydrochloric acid and boiled until no more ethanol is present. The precipitated product is filtered off with suction, boiled in potassium carbonate solution and the solid residue is filtered of... The reactants are ClC=1C2=C(N=CN1)N(C(=C2)C)C[C@H]2N(CCC2)C(=O)OC(C)(C)C ((S)-tert-butyl 2-((4-chloro-6-methyl-7H-pyrrolo[2,3-d]pyrimidin-7-yl)methyl)pyrrolidine-1-carboxylate), C1CC(=O)N(C1=O)I (NIS). Run in CN(C)C=O (DMF). Product: ClC=1C2=C(N=CN1)N(C(=C2I)C)C[C@H]2N(CCC2)C(=O)OC(C)(C)C ((S)-tert-butyl 2-((4-chloro-5-iodo-6-methyl-7H-pyrrolo[2,3-d]pyrimidin-7-yl)methyl)pyrrolidine-1-carboxylate). Reaction SMILES: [Cl:1][C:2]1[C:3]2[CH:10]=[C:9]([CH3:11])[N:8]([CH2:12][C@@H:13]3[CH2:17][CH2:16][CH2:15][N:14]3[C:18]([O:20][C:21]([CH3:24])([CH3:23])[CH3:22])=[O:19])[C:4]=2[N:5]=[CH:6][N:7]=1.C1C(=O)N([I:32])C(=O)C1>CN(C=O)C>[Cl:1][C:2]1[C:3]2[C:10]([I:32])=[C:9]([CH3:11])[N:8]([CH2:12][C@@H:13]3[CH2:17][CH2:16][CH2:15][N:14]3[C:18]([O:20][C:21]([CH3:24])([CH3:23])[CH3:22])=[O:19])[C:4]=2[N:5]=[CH:6][N:7]=1. Procedure details: To the solution of (S)-tert-butyl 2-((4-chloro-6-methyl-7H-pyrrolo[2,3-d]pyrimidin-7-yl)methyl)pyrrolidine-1-carboxylate (1.0 g, 2.86 mmol, 1.0 eq) in DMF (20 mL), NIS (0.675 g, 3.00 mmol, 1.05 eq) was added at 0° C. The resulted mixture was stirred and warmed to RT for 12 h. Solvent was removed and purified by column chromatography to afford (S)-tert-butyl 2-((4-chloro-5-iodo-6-methyl-7H-pyrrolo[2,3-d]pyrimidin-7-yl)methyl)pyrrolidine-1-carboxylate as white solid (1.0 g, 77% in yield) which was... Reactants: methyl ester, C[C@H](CC(=O)O)O (D-β-hydroxybutyrate), [OH-].[Na+] (sodium hydroxide). Procedure details: (R)-3-hydroxybutyric acid (Fluka-5.0 g: 0.048 mole), p-toluene sulphonic acid (0.025 g) and benzene (100 ml) were stirred under reflux withn a Dean-Stark trap arrangement for 24 hours. The reaction mixture was cooled and the benzene evaporated in vacuo (0.5 mm Hg). 4.4 g of colourless oil was obtained of which a 20 mg sample was converted to the methyl ester for analysis of number of monomer repeats using NMR. These studies show that the product is a mixture of oligomers of D-β-hydroxybutyrate o... As a reaction SMILES: [CH3:1][C@@H:2]([OH:7])[CH2:3][C:4]([OH:6])=[O:5].[OH-].[Na+]>>[OH:7][C@H:2]([CH3:1])[CH2:3][C:4]([OH:6])=[O:5].[OH:7][C@H:2]([CH3:1])[CH2:3][C:4]([OH:6])=[O:5] |f:1.2,3.4|. The product is O[C@@H](CC(=O)O)C.O[C@@H](CC(=O)O)C ((R)-3-hydroxybutyric acid (R)-3-hydroxybutyrate).